Dataset: the Open Reaction Database (ORD), a public repository of structured organic reaction records. Task: describe an organic reaction: reactants, conditions, products, and yield Reactants: BrC1CSC2=CC(=CC=C2C1O)Cl (3-bromo-7-chlorothiochroman-4-ol), N1C=NC=C1 (imidazole), C(C)#N (acetonitrile). Run in O (water). Product: ClC=1C=CC2=C(S[C@H]([C@H]2O)CN2C=NC=C2)C1 ((±)-cis-6-chloro-2,3-dihydro-3-hydroxy-2-(1H-1-imidazolylmethyl)benzo[b]thiophene). Reaction SMILES: Br[CH:2]1[CH:11]([OH:12])[C:10]2[C:5](=[CH:6][C:7]([Cl:13])=[CH:8][CH:9]=2)[S:4][CH2:3]1.[NH:14]1[CH:18]=[CH:17][N:16]=[CH:15]1.C(#N)C>O>[Cl:13][C:7]1[CH:8]=[CH:9][C:10]2[C@H:11]([OH:12])[C@H:2]([CH2:3][N:14]3[CH:18]=[CH:17][N:16]=[CH:15]3)[S:4][C:5]=2[CH:6]=1. Reported procedure: Add 3-bromo-7-chlorothiochroman-4-ol (5.27 g., 18.8 mmole) and imidazole (12.8 g., 188 mmole) to acetonitrile (100 mL.), and reflux for 4 hours. Pour the reaction mixture into water (500 mL.), and extract with chloroform (500 mL.). Wash the organic layer with water (500 mL.), dry it over anhydrous magnesium sulfate, filter and evaporate in vacuo. Triturate the residue with anhydrous ether, filter and recrystallize from acetonitrile to give (±)-cis-6-chloro-2,3-dihydro-3-hydroxy-2-(1H-1-imidazoly... The product is CC1Oc2ccc(F)cc2N(CC=O)C(=O)C1NC(=O)OC(C)(C)C. Reactants: C=CCN1C(=O)C(NC(=O)OC(C)(C)C)C(C)Oc2ccc(F)cc21, CSC, ClCCl, O=[O+][O-]. Reaction SMILES: [C:1]([CH3:2])([CH3:3])([CH3:4])[O:5][C:6]([NH:7][CH:8]1[CH:9]([CH3:24])[O:10][c:11]2[c:12]([cH:19][c:20]([F:23])[cH:21][cH:22]2)[N:13]([CH2:16][CH:17]=[CH2:18])[C:14]1=[O:15])=[O:25].[CH3:29][S:30][CH3:31].[Cl:32][CH2:33][Cl:34].[O-:26][O+:27]=[O:28]>>[C:1]([CH3:2])([CH3:3])([CH3:4])[O:5][C:6]([NH:7][CH:8]1[CH:9]([CH3:24])[O:10][c:11]2[c:12]([cH:19][c:20]([F:23])[cH:21][cH:22]2)[N:13]([CH2:16][CH:17]=[O:26])[C:14]1=[O:15])=[O:25]. Starting materials: C1(=CC=CC=C1)O (phenol), B(O)(O)O (boric acid), NC1=CC=C(C=2C(C3=C(C=CC(=C3C(C12)=O)[N+](=O)[O-])O)=O)O (1-amino-8-nitro-4,5-dihydroxyanthraquinone), C(CCCCCCCCCCCCCCC)Cl (palmityl chloride), N (Ammonia), C(CCCCCCCCCCCCCCC)NC1=CC=C(C=2C(C3=C(C=CC(=C3C(C12)=O)N)O)=O)O (1-palmitylamino-8-amino-4,5-dihydroxyanthraquinone), O.NN (hydrazine hydrate). The solvent is C1(=CC=CC=C1)C (toluene), O (water), [N+](=O)([O-])C1=CC=CC=C1 (nitrobenzene), CO (methanol). Reaction conditions: temperature 110 celsius. Yields the product NC1=CC=C(C=2C(C3=C(C=CC(=C3C(C12)=O)NCCCCCCCCCCCCCCCC)O)=O)N (1,4-diamino-5-hydroxy-8-palmitylaminoanthraquinone). As a reaction SMILES: C1(O)C=CC=CC=1.B(O)(O)O.[CH2:12]([NH:28][C:29]1[C:42]2[C:41](=[O:43])[C:40]3[C:35](=[C:36](O)[CH:37]=[CH:38][C:39]=3[NH2:44])[C:34](=[O:46])[C:33]=2[C:32]([OH:47])=[CH:31][CH:30]=1)[CH2:13][CH2:14][CH2:15][CH2:16][CH2:17][CH2:18][CH2:19][CH2:20][CH2:21][CH2:22][CH2:23][CH2:24][CH2:25][CH2:26][CH3:27].[NH2:48]C1C2C(=O)C3C(=C(O)C=CC=3[N+]([O-])=O)C(=O)C=2C(O)=CC=1.C(Cl)CCCCCCCCCCCCCCC.O.NN.N>[N+](C1C=CC=CC=1)([O-])=O.CO.O.C1(C)C=CC=CC=1>[NH2:44][C:39]1[C:40]2[C:41](=[O:43])[C:42]3[C:33](=[C:32]([OH:47])[CH:31]=[CH:30][C:29]=3[NH:28][CH2:12][CH2:13][CH2:14][CH2:15][CH2:16][CH2:17][CH2:18][CH2:19][CH2:20][CH2:21][CH2:22][CH2:23][CH2:24][CH2:25][CH2:26][CH3:27])[C:34](=[O:46])[C:35]=2[C:36]([NH2:48])=[CH:37][CH:38]=1 |f:5.6|. Procedure: 120 parts of phenol, 6.1 parts (0.1 mole) of boric acid and 70 parts of toluene are refluxed, while stirring, the water of reaction formed thereby being removed from the system. The toluene is then distilled off, the mixture is cooled to 110° C. and 25.4 parts (0.05 mole) of 1-palmitylamino-8-amino-4,5-dihydroxyanthraquinone (prepared by reacting 1-amino-8-nitro-4,5-dihydroxyanthraquinone with palmityl chloride in nitrobenzene and then reducing the product with hydrazine hydrate) are added. Ammo... Starting materials: CNOC, CN1CCOCC1, O=C(O)Cc1ccc(OC2CCCCC2)cc1, [Cl-], O=C(Cl)C(=O)Cl, ClCCl, Cl. Product: CON(C)C(=O)Cc1ccc(OC2CCCCC2)cc1. RXN SMILES: [CH3:25][NH:26][O:27][CH3:28].[CH3:29][N:30]1[CH2:31][CH2:32][O:33][CH2:34][CH2:35]1.[CH:1]1([O:7][c:8]2[cH:9][cH:10][c:11]([CH2:14][C:15](=[O:16])[OH:17])[cH:12][cH:13]2)[CH2:2][CH2:3][CH2:4][CH2:5][CH2:6]1.[Cl-:36].[Cl:18][C:19]([C:20]([Cl:21])=[O:22])=[O:23].[Cl:37][CH2:38][Cl:39].[ClH:24]>>[CH:1]1([O:7][c:8]2[cH:9][cH:10][c:11]([CH2:14][C:15](=[O:17])[N:26]([CH3:25])[O:27][CH3:28])[cH:12][cH:13]2)[CH2:2][CH2:3][CH2:4][CH2:5][CH2:6]1.